This data is from the Open Reaction Database (ORD), a public repository of structured organic reaction records. The task is: describe an organic reaction: reactants, conditions, products, and yield Starting materials: [NH4+].[Cl-] (NH4Cl), C(=O)=O.CC(=O)C (dry ice acetone), ClC=1C=C2C(C(NC2=CC1)=O)=O (5-chloroisatin), C1(=C(C(=CC(=C1)C)C)Br)C (mesityl bromide), COC1=NC=C(C=C1)C (2-methoxy-5-methylpyridine), C(C)(C)(C)[Li] (tert-butyl lithium). Solvent: CCOC(=O)C (EtOAc), C1CCOC1 (THF), C1CCOC1 (THF). Reaction conditions: time 1 hour. Yields the product ClC=1C=C2C(C(NC2=CC1)=O)(C=1C(=NC=C(C1)C)OC)O (5-chloro-3-hydroxy-3-(2-methoxy-5-methyl pyridin-3-yl)-1,3-dihydro-2H-indol-2-one). Isolated yield 40.7%. RXN SMILES: C([Li])(C)(C)C.C1(C)C=C(C)C=C(C)C=1Br.[CH3:16][O:17][C:18]1[CH:23]=[CH:22][C:21]([CH3:24])=[CH:20][N:19]=1.C(=O)=O.CC(C)=O.[Cl:32][C:33]1[CH:34]=[C:35]2[C:39](=[CH:40][CH:41]=1)[NH:38][C:37](=[O:42])[C:36]2=[O:43].[NH4+].[Cl-]>C1COCC1.CCOC(C)=O>[Cl:32][C:33]1[CH:34]=[C:35]2[C:39](=[CH:40][CH:41]=1)[NH:38][C:37](=[O:42])[C:36]2([OH:43])[C:23]1[C:18]([O:17][CH3:16])=[N:19][CH:20]=[C:21]([CH3:24])[CH:22]=1 |f:3.4,6.7|. Reported procedure: Under nitrogen atmosphere and under dry ice-acetone cooling, tert-butyl lithium (64.0 ml; 1.42 mol/L n-pentane solution) was added to THF (150 ml), then, mesityl bromide (6.57 ml) was added dropwise over 2 minutes. The solution was stirred for one hour under the same conditions. 4.07 g of 2-methoxy-5-methylpyridine was added dropwise to the solution over 3 minutes and then the reaction mixture was stirred under ice cooling for one hour and at room temperature for 30 minutes. The solution was dry... Starting materials: Compound II, ClC1=CC=C(CNC(NOCC(=O)O)=O)C=C1 (2-(3-(4-chlorobenzyl)ureidooxy)acetic acid), N[C@H](C(=O)N([C@H](C(OCC)OCC)C)CC=1C2=C(SC1)C=CC=C2)CC(=O)NC(C2=CC=CC=C2)(C2=CC=CC=C2)C2=CC=CC=C2 ((S)-2-amino-N1-(benzo[b]thiophen-3-ylmethyl)-N1—((S)-1,1-diethoxypropan-2-yl)-N4-tritylsuccinamide). The product is ClC1=CC=C(CNC(=O)NOCC(=O)N[C@H](C(=O)N([C@H](C(OCC)OCC)C)CC=2C3=C(SC2)C=CC=C3)CC(NC(C3=CC=CC=C3)(C3=CC=CC=C3)C3=CC=CC=C3)=O)C=C1 (1-(4-chlorobenzyl)-3-(2-((S)-1-((benzo[b]thiophen-3-ylmethyl)((S)-1,1-diethoxy-propan-2-yl)amino)-1,4-dioxo-4-(tritylamino)butan-2-ylamino)-2-oxoethoxy)urea). RXN SMILES: [Cl:1][C:2]1[CH:17]=[CH:16][C:5]([CH2:6][NH:7][C:8](=[O:15])[NH:9][O:10][CH2:11][C:12]([OH:14])=O)=[CH:4][CH:3]=1.[NH2:18][C@@H:19]([CH2:42][C:43]([NH:45][C:46]([C:59]1[CH:64]=[CH:63][CH:62]=[CH:61][CH:60]=1)([C:53]1[CH:58]=[CH:57][CH:56]=[CH:55][CH:54]=1)[C:47]1[CH:52]=[CH:51][CH:50]=[CH:49][CH:48]=1)=[O:44])[C:20]([N:22]([CH2:32][C:33]1[C:34]2[CH:41]=[CH:40][CH:39]=[CH:38][C:35]=2[S:36][CH:37]=1)[C@@H:23]([CH3:31])[CH:24]([O:28][CH2:29][CH3:30])[O:25][CH2:26][CH3:27])=[O:21]>>[Cl:1][C:2]1[CH:3]=[CH:4][C:5]([CH2:6][NH:7][C:8]([NH:9][O:10][CH2:11][C:12]([NH:18][C@@H:19]([CH2:42][C:43](=[O:44])[NH:45][C:46]([C:53]2[CH:54]=[CH:55][CH:56]=[CH:57][CH:58]=2)([C:47]2[CH:48]=[CH:49][CH:50]=[CH:51][CH:52]=2)[C:59]2[CH:60]=[CH:61][CH:62]=[CH:63][CH:64]=2)[C:20]([N:22]([CH2:32][C:33]2[C:34]3[CH:41]=[CH:40][CH:39]=[CH:38][C:35]=3[S:36][CH:37]=2)[C@@H:23]([CH3:31])[CH:24]([O:25][CH2:26][CH3:27])[O:28][CH2:29][CH3:30])=[O:21])=[O:14])=[O:15])=[CH:16][CH:17]=1. Procedure: According to the procedure described in the synthesis method of Compound II-15, 2-(3-(4-chlorobenzyl)ureidooxy)acetic acid (Compound VI-11) 60 mg (0.23 mmol) was coupled with (S)-2-amino-N1-(benzo[b]thiophen-3-ylmethyl)-N1—((S)-1,1-diethoxypropan-2-yl)-N4-tritylsuccinamide (Compound IV-21) 100 mg (0.15 mmol) to obtain the title compound. Reactants: [Br-], COC(=O)C1C(C=O)C1(C)C, CC(Cl)Cl, CC(=O)C[P+](c1ccccc1)(c1ccccc1)c1ccccc1. Reaction SMILES: [Br-:12].[CH3:1][C:2]1([CH3:11])[CH:3]([C:7](=[O:8])[O:9][CH3:10])[CH:4]1[CH:5]=[O:6].[Cl:36][CH:37]([Cl:38])[CH3:39].[O:13]=[C:14]([CH2:15][P+:16]([c:17]1[cH:18][cH:19][cH:20][cH:21][cH:22]1)([c:23]1[cH:24][cH:25][cH:26][cH:27][cH:28]1)[c:29]1[cH:30][cH:31][cH:32][cH:33][cH:34]1)[CH3:35]>>[CH3:1][C:2]1([CH3:11])[CH:3]([C:7](=[O:8])[O:9][CH3:10])[CH:4]1[CH:5]=[CH:15][C:14](=[O:13])[CH3:35]. Product: COC(=O)C1C(C=CC(C)=O)C1(C)C. RXN SMILES: [C:32]([BH3-:33])#[N:34].[CH2:1]([CH3:2])[O:3][C:4](=[O:5])[CH:6]1[O:7][c:8]2[cH:9][cH:10][cH:11][c:12]([Cl:18])[c:13]2[CH:14]=[C:15]1[CH:16]=[O:17].[CH3:19][O:20][C:21]([CH:22]([CH2:23][CH:24]1[CH2:25][CH2:26][CH2:27][CH2:28][CH2:29]1)[NH2:30])=[O:31].[CH3:36][C:37](=[O:38])[OH:39].[CH3:40][OH:41].[Na+:35]>>[CH2:1]([CH3:2])[O:3][C:4](=[O:5])[CH:6]1[O:7][c:8]2[cH:9][cH:10][cH:11][c:12]([Cl:18])[c:13]2[CH:14]=[C:15]1[CH2:16][NH:30][CH:22]([C:21]([O:20][CH3:19])=[O:31])[CH2:23][CH:24]1[CH2:25][CH2:26][CH2:27][CH2:28][CH2:29]1. Starting materials: [BH3-]C#N, CCOC(=O)C1Oc2cccc(Cl)c2C=C1C=O, COC(=O)C(N)CC1CCCCC1, CC(=O)O, CO, [Na+]. Product: CCOC(=O)C1Oc2cccc(Cl)c2C=C1CNC(CC1CCCCC1)C(=O)OC.